describe an organic reaction: reactants, conditions, products, and yield From a dataset of the Open Reaction Database (ORD), a public repository of structured organic reaction records. Reactants: S1C(=NC=C1)C(=O)[C@@H]1CC[C@H](CC1)C(=O)OC (methyl trans-4-(1,3-thiazol-2-ylcarbonyl)cyclohexanecarboxylate), [BH4-].[Na+] (sodium borohydride). Run in C(C)(=O)OCC (ethyl acetate), O (water), CO (methanol). Conditions: time 1 hour. The product is OC([C@@H]1CC[C@H](CC1)C(=O)OC)C=1SC=CN1 (methyl trans-4-[hydroxy(1,3-thiazol-2-yl)methyl]cyclohexanecarboxylate). As a reaction SMILES: [S:1]1[CH:5]=[CH:4][N:3]=[C:2]1[C:6]([C@H:8]1[CH2:13][CH2:12][C@H:11]([C:14]([O:16][CH3:17])=[O:15])[CH2:10][CH2:9]1)=[O:7].[BH4-].[Na+]>CO.C(OCC)(=O)C.O>[OH:7][CH:6]([C:2]1[S:1][CH:5]=[CH:4][N:3]=1)[C@H:8]1[CH2:13][CH2:12][C@H:11]([C:14]([O:16][CH3:17])=[O:15])[CH2:10][CH2:9]1 |f:1.2|. Procedure details: To a solution of methyl trans-4-(1,3-thiazol-2-ylcarbonyl)cyclohexanecarboxylate (500 mg, 1.97 mmol) in methanol (20 mL) was added sodium borohydride (224 mg, 5.92 mmol) and the solution was stirred for one hour. The solution was then diluted with ethyl acetate and water. The organic layer was separated, dried over magnesium sulfate, filtered and concentrated in vacuo. The crude product was purified by silica gel chromatography to afford methyl trans-4-[hydroxy(1,3-thiazol-2-yl)methyl]cyclohexan... The reactants are Cl, O=C=Nc1cccc(C(F)(F)F)c1, CN1CCCC1=N. The product is CN1CCCC1=NC(=O)Nc1cccc(C(F)(F)F)c1. Reaction SMILES: [ClH:1].[F:9][C:10]([c:11]1[cH:12][c:13]([N:17]=[C:18]=[O:19])[cH:14][cH:15][cH:16]1)([F:20])[F:21].[NH:2]=[C:3]1[N:4]([CH3:8])[CH2:5][CH2:6][CH2:7]1>>[N:2](=[C:3]1[N:4]([CH3:8])[CH2:5][CH2:6][CH2:7]1)[C:18]([NH:17][c:13]1[cH:12][c:11]([C:10]([F:9])([F:20])[F:21])[cH:16][cH:15][cH:14]1)=[O:19].